Task: describe an organic reaction: reactants, conditions, products, and yield. Dataset: the Open Reaction Database (ORD), a public repository of structured organic reaction records The reactants are 1E, BrC1=C2C(C(N(C2=CC=C1)CCCCC)=O)C1=CC2=C(OCO2)C=C1O (4-bromo-3-(6-hydroxy-1,3-benzodioxol-5-yl)-1-pentyl-1,3-dihydro-2H-indol-2-one), ClC1=CC(=C(C=C1F)C1C(N(C2=CC=CC=C12)CCCCC)=O)O (3-(4-chloro-5-fluoro-2-hydroxyphenyl)-1-pentyl-1,3-dihydro-2H-indol-2-one). Product: ClC1=CC(=C(C=C1F)C1(C(N(C2=CC=CC=C12)CCCCC)=O)CO)O (3-(4-chloro-5-fluoro-2-hydroxyphenyl)-3-(hydroxymethyl)-1-pentyl-1,3-dihydro-2H-indol-2-one). Reaction SMILES: BrC1C=CC=C2C=1C(C1C(O)=CC3OCOC=3C=1)[C:5](=[O:16])N2CCCCC.[Cl:27][C:28]1[C:33]([F:34])=[CH:32][C:31]([CH:35]2[C:43]3[C:38](=[CH:39][CH:40]=[CH:41][CH:42]=3)[N:37]([CH2:44][CH2:45][CH2:46][CH2:47][CH3:48])[C:36]2=[O:49])=[C:30]([OH:50])[CH:29]=1>>[Cl:27][C:28]1[C:33]([F:34])=[CH:32][C:31]([C:35]2([CH2:5][OH:16])[C:43]3[C:38](=[CH:39][CH:40]=[CH:41][CH:42]=3)[N:37]([CH2:44][CH2:45][CH2:46][CH2:47][CH3:48])[C:36]2=[O:49])=[C:30]([OH:50])[CH:29]=1. Procedure details: Following the procedure as described in PREPARATION 1E, and making non-critical variations to replace 4-bromo-3-(6-hydroxy-1,3-benzodioxol-5-yl)-1-pentyl-1,3-dihydro-2H-indol-2-one with 3-(4-chloro-5-fluoro-2-hydroxyphenyl)-1-pentyl-1,3-dihydro-2H-indol-2-one, the title compound was obtained (50% for two steps): MS (ES+) m/z 360 (M−17), 400 (M+23). Reactants: COCC1OC2(CCCCC2)OC1C=NO, O=C1CCC(=O)N1Cl, CN(C)C=O. Product: COCC1OC2(CCCCC2)OC1C(Cl)=NO. Reaction SMILES: [CH3:1][O:2][CH2:3][CH:4]1[CH:5]([CH:14]=[N:15][OH:16])[O:6][C:7]2([O:8]1)[CH2:9][CH2:10][CH2:11][CH2:12][CH2:13]2.[Cl:17][N:18]1[C:19](=[O:20])[CH2:21][CH2:22][C:23]1=[O:24].[O:25]=[CH:26][N:27]([CH3:28])[CH3:29]>>[CH3:1][O:2][CH2:3][CH:4]1[CH:5]([C:14](=[N:15][OH:16])[Cl:17])[O:6][C:7]2([O:8]1)[CH2:9][CH2:10][CH2:11][CH2:12][CH2:13]2. The reactants are ClC1=CC(N(C=C1)C(=O)OC1=CC=CC=C1)CCCCCCCCCCC (4-Chioro-1-(phenoxycarbonyl)-2-n-undecyl-1,2-dihydropyridine), solution, CC(C)([O-])C.[K+] (potassium t-butoxide), CCOC(=O)C (EtOAc). Run in C1CCOC1 (THF), hexanes. Run at temperature -42 celsius, time 1 hour. Product: C(C)(C)(C)OC(=O)N1C(C=C(C=C1)Cl)CCCCCCCCCCC (1-(tert-Butoxycarbonyl)-4-chloro-2-n-undecyl-1,2-dihydropyridine). The yield is 69.5%. RXN SMILES: [Cl:1][C:2]1[CH:7]=[CH:6][N:5]([C:8]([O:10][C:11]2[CH:16]=CC=C[CH:12]=2)=[O:9])[CH:4]([CH2:17][CH2:18][CH2:19][CH2:20][CH2:21][CH2:22][CH2:23][CH2:24][CH2:25][CH2:26][CH3:27])[CH:3]=1.[CH3:28]C(C)([O-])C.[K+].CCOC(C)=O>C1COCC1>[C:11]([O:10][C:8]([N:5]1[CH:6]=[CH:7][C:2]([Cl:1])=[CH:3][CH:4]1[CH2:17][CH2:18][CH2:19][CH2:20][CH2:21][CH2:22][CH2:23][CH2:24][CH2:25][CH2:26][CH3:27])=[O:9])([CH3:12])([CH3:16])[CH3:28] |f:1.2|. Procedure: To a stirred solution of the 4-Chioro-1-(phenoxycarbonyl)-2-n-undecyl-1,2-dihydropyridine (5.31 g, 13.62 mmol) in 157 ml of THF at −42° C. was added dropwise over 15 minutes a 1.0M solution of potassium t-butoxide (54.5 ml, 54.5 mmol). The resulting orange solution was stirred for 1 h at −42° C. The cooling bath was removed, and the reaction mixture was allowed to stir for 20 min while being slowly warmed to room temperature. Water (40 ml) and ether (80 ml) were added and the aqueous phase was e... The reactants are C1=CN(C=N1)C(=O)N2C=CN=C2 (CDI), C(C1=CC=CC=C1)NC1=CC=C(C=C1)C1=NOC(=C1)CO ([3-(4-benzylamino-phenyl)-isoxazol-5-yl]-methanol), [OH-].[NH4+] (ammonium hydroxide). Run in C1CCOC1 (THF). Reaction conditions: time 1 hour. The product is C(C1=CC=CC=C1)NC1=CC=C(C=C1)C1=NOC(=C1)COC(N)=O (carbamic acid 3-(4-benzylamino-phenyl)-isoxazol-5-ylmethyl ester). As a reaction SMILES: [CH2:1]([NH:8][C:9]1[CH:14]=[CH:13][C:12]([C:15]2[CH:19]=[C:18]([CH2:20][OH:21])[O:17][N:16]=2)=[CH:11][CH:10]=1)[C:2]1[CH:7]=[CH:6][CH:5]=[CH:4][CH:3]=1.C1N=C[N:24]([C:27](N2C=NC=C2)=[O:28])C=1.[OH-].[NH4+]>C1COCC1>[CH2:1]([NH:8][C:9]1[CH:14]=[CH:13][C:12]([C:15]2[CH:19]=[C:18]([CH2:20][O:21][C:27](=[O:28])[NH2:24])[O:17][N:16]=2)=[CH:11][CH:10]=1)[C:2]1[CH:7]=[CH:6][CH:5]=[CH:4][CH:3]=1 |f:2.3|. Reported procedure: [3-(4-benzylamino-phenyl)-isoxazol-5-yl]-methanol (178 mg, 0.63 mmol) was dissolved in THF (20 ml, 0.03 M), to which was added CDI (154 mg, 0.95 mmol). After the mixture was stirred at room temperature for about 1 hour, 1 ml of ammonium hydroxide was added and the resulting mixture was stirred for another 3 hours. The completion of the reaction was confirmed by liquid chromatography, and the THF was distilled under reduced pressure to obtain a pale yellow solid compound. The solid compound was e... Reactants: 26, COC=1C=CC=2C3=CC=C4C(CCC4=C3CCC2C1)(C)C (7,15,16,17-tetrahydro-3-methoxy-17,17-dimethyl-6H-cyclopenta[ a]phenanthrene), fused pyridine hydrochloride. The solvent is O (water). Product: CC1(CCC2=C3CCC=4C=C(C=CC4C3=CC=C12)O)C (7,15,16,17-tetrahydro-17,17-dimethyl-6H-cyclopenta[a]phenanthren-3-ol). As a reaction SMILES: C[O:2][C:3]1[CH:4]=[CH:5][C:6]2[C:7]3[C:15]([CH2:16][CH2:17][C:18]=2[CH:19]=1)=[C:14]1[C:10]([C:11]([CH3:21])([CH3:20])[CH2:12][CH2:13]1)=[CH:9][CH:8]=3>O>[CH3:20][C:11]1([CH3:21])[C:10]2[C:14](=[C:15]3[C:7](=[CH:8][CH:9]=2)[C:6]2[CH:5]=[CH:4][C:3]([OH:2])=[CH:19][C:18]=2[CH2:17][CH2:16]3)[CH2:13][CH2:12]1. Reported procedure: A mixture of 26 parts of 7,15,16,17-tetrahydro-3-methoxy-17,17-dimethyl-6H-cyclopenta[ a]phenanthrene (Bull. soc. chim. France, 1968, 4886) and 150 parts of freshly-fused pyridine hydrochloride is heated in an atmosphere of nirogen at 220° for 1 1/2 hours. The reaction mixture is then poured into 200 parts of water, whereupon insoluble solids are filtered out, washed with water, dried in air, and crystallized from a mixture of ether and hexane to give 7,15,16,17-tetrahydro-17,17-dimethyl-6H-cycl... Reactants: O=C(O)C=CC(=O)O, CC(=O)O[BH-](OC(C)=O)OC(C)=O, C=O, CO, Cc1ccc2c3c(ccc2n1)OCC(CNC1CCC(c2c[nH]c4ccc(F)cc24)C1)O3, [Na+], C1CCOC1. Yields the product Cc1ccc2c3c(ccc2n1)OCC(CN(C)C1CCC(c2c[nH]c4ccc(F)cc24)C1)O3. Reaction SMILES: [C:1]([OH:2])(=[O:3])[CH:4]=[CH:5][C:6]([OH:7])=[O:8].[C:43]([O:44][BH-:45]([O:46][C:47](=[O:48])[CH3:49])[O:50][C:51](=[O:52])[CH3:53])(=[O:54])[CH3:55].[CH2:41]=[O:42].[CH3:57][OH:58].[F:9][c:10]1[cH:11][c:12]2[c:13]([CH:19]3[CH2:20][CH:21]([NH:24][CH2:25][CH:26]4[CH2:27][O:28][c:29]5[c:30]([c:31]6[cH:32][cH:33][c:34]([CH3:39])[n:35][c:36]6[cH:37][cH:38]5)[O:40]4)[CH2:22][CH2:23]3)[cH:14][nH:15][c:16]2[cH:17][cH:18]1.[Na+:56].[O:59]1[CH2:60][CH2:61][CH2:62][CH2:63]1>>[CH3:1][N:24]([CH:21]1[CH2:20][CH:19]([c:13]2[c:12]3[cH:11][c:10]([F:9])[cH:18][cH:17][c:16]3[nH:15][cH:14]2)[CH2:23][CH2:22]1)[CH2:25][CH:26]1[CH2:27][O:28][c:29]2[c:30]([c:31]3[cH:32][cH:33][c:34]([CH3:39])[n:35][c:36]3[cH:37][cH:38]2)[O:40]1.